Dataset: the Open Reaction Database (ORD), a public repository of structured organic reaction records. Task: describe an organic reaction: reactants, conditions, products, and yield The reactants are IC=1C=NN2C1N=C(C=C2C)C2=CC=C(C=C2)C(F)(F)F (3-iodo-7-methyl-5-(4-trifluoromethyl-phenyl)-pyrazolo[1,5-a]pyrimidine), C(#C)C=1C=NC(=NC1)N (5-Ethynyl-pyrimidin-2-ylamine). The product is CC1=CC(=NC=2N1N=CC2C#CC=2C=NC(=NC2)N)C2=CC=C(C=C2)C(F)(F)F (5-[7-Methyl-5-(4-trifluoromethyl-phenyl)-pyrazolo[1,5-a]pyrimidin-3-ylethynyl]-pyrimidin-2-ylamine), solid. The yield is 46.0%. As a reaction SMILES: I[C:2]1[CH:3]=[N:4][N:5]2[C:10]([CH3:11])=[CH:9][C:8]([C:12]3[CH:17]=[CH:16][C:15]([C:18]([F:21])([F:20])[F:19])=[CH:14][CH:13]=3)=[N:7][C:6]=12.[C:22]([C:24]1[CH:25]=[N:26][C:27]([NH2:30])=[N:28][CH:29]=1)#[CH:23]>>[CH3:11][C:10]1[N:5]2[N:4]=[CH:3][C:2]([C:23]#[C:22][C:24]3[CH:25]=[N:26][C:27]([NH2:30])=[N:28][CH:29]=3)=[C:6]2[N:7]=[C:8]([C:12]2[CH:17]=[CH:16][C:15]([C:18]([F:21])([F:20])[F:19])=[CH:14][CH:13]=2)[CH:9]=1. Procedure details: The title compound was prepared from 3-iodo-7-methyl-5-(4-trifluoromethyl-phenyl)-pyrazolo[1,5-a]pyrimidine (example C.12 step 2) (202 g, 0.5 mmol) and 5-ethynyl-pyrimidin-2-ylamine (example D.2, step 2) (60 mg, 0.5 mmol) according to general procedure II. Obtained as a yellow solid (90 mg, 46%). MS (ISP) 395.0 [(M+H)+]; mp 246-248° C. Starting materials: C1CCOC1, C[Si](C)(C)[N-][Si](C)(C)C, COC(=O)C1CCCN1C(=O)OC(C)(C)C, CCCCI, [Li+]. Yields the product CCCCC1(C(=O)OC)CCCN1C(=O)OC(C)(C)C. As a reaction SMILES: [CH2:32]1[O:33][CH2:34][CH2:35][CH2:36]1.[CH3:18][Si:19]([N-:20][Si:21]([CH3:22])([CH3:23])[CH3:24])([CH3:25])[CH3:26].[CH3:1][O:2][C:3](=[O:4])[CH:5]1[N:6]([C:10](=[O:11])[O:12][C:13]([CH3:14])([CH3:15])[CH3:16])[CH2:7][CH2:8][CH2:9]1.[I:27][CH2:28][CH2:29][CH2:30][CH3:31].[Li+:17]>>[CH3:1][O:2][C:3](=[O:4])[C:5]1([CH2:28][CH2:29][CH2:30][CH3:31])[N:6]([C:10](=[O:11])[O:12][C:13]([CH3:14])([CH3:15])[CH3:16])[CH2:7][CH2:8][CH2:9]1. The reactants are C[Si](C)(C)N=C=O, CCOC(C)=O, O=C(NC1CC1)c1cccc2sc(-c3nc(NCCCC4CCNCC4)ncc3Cl)cc12, CN(C)C=O. Product: NC(=O)N1CCC(CCCNc2ncc(Cl)c(-c3cc4c(C(=O)NC5CC5)cccc4s3)n2)CC1. Reaction SMILES: [CH3:1][Si:2]([CH3:3])([CH3:4])[N:5]=[C:6]=[O:7].[CH3:45][CH2:46][O:47][C:48](=[O:49])[CH3:50].[CH:8]1([NH:11][C:12](=[O:13])[c:14]2[cH:15][cH:16][cH:17][c:18]3[s:19][c:20](-[c:23]4[n:24][c:25]([NH:30][CH2:31][CH2:32][CH2:33][CH:34]5[CH2:35][CH2:36][NH:37][CH2:38][CH2:39]5)[n:26][cH:27][c:28]4[Cl:29])[cH:21][c:22]23)[CH2:9][CH2:10]1.[O:40]=[CH:41][N:42]([CH3:43])[CH3:44]>>[NH2:5][C:6](=[O:7])[N:37]1[CH2:36][CH2:35][CH:34]([CH2:33][CH2:32][CH2:31][NH:30][c:25]2[n:24][c:23](-[c:20]3[s:19][c:18]4[cH:17][cH:16][cH:15][c:14]([C:12]([NH:11][CH:8]5[CH2:9][CH2:10]5)=[O:13])[c:22]4[cH:21]3)[c:28]([Cl:29])[cH:27][n:26]2)[CH2:39][CH2:38]1. The reactants are O=C([O-])[O-], Cn1c(=O)c2[nH]cnc2n(C)c1=O, [K+], [K+], CN(C)C=O, O, O=C(c1ccc(CCl)cc1)n1ccc2ccccc21. The product is Cn1c(=O)c2c(ncn2Cc2ccc(C(=O)n3ccc4ccccc43)cc2)n(C)c1=O. As a reaction SMILES: [C:14](=[O:15])([O-:16])[O-:17].[CH3:1][n:2]1[c:3]2[n:4][cH:5][nH:6][c:7]2[c:8](=[O:9])[n:10]([CH3:11])[c:12]1=[O:13].[K+:18].[K+:19].[O:39]=[CH:40][N:41]([CH3:42])[CH3:43].[OH2:44].[n:20]1([C:29](=[O:30])[c:31]2[cH:32][cH:33][c:34]([CH2:35][Cl:36])[cH:37][cH:38]2)[cH:21][cH:22][c:23]2[cH:24][cH:25][cH:26][cH:27][c:28]12>>[CH3:1][n:2]1[c:3]2[n:4][cH:5][n:6]([CH2:35][c:34]3[cH:33][cH:32][c:31]([C:29]([n:20]4[cH:21][cH:22][c:23]5[cH:24][cH:25][cH:26][cH:27][c:28]45)=[O:30])[cH:38][cH:37]3)[c:7]2[c:8](=[O:9])[n:10]([CH3:11])[c:12]1=[O:13]. The reactants are ( 3.5 ), C1(=C(C(=C(C(=C1F)F)F)N)F)N.Cl.Cl (dihydrochloride), NC(CN)C1=C(C=CC=C1Cl)Cl (β-amino-β-(2,6-dichlorophenyl)ethylamine), mixture, COC(=O)NC(SC)=NC(=O)OC (1,3-bis(methoxycarbonyl)-S-methylisothiourea), C([O-])(O)=O.[Na+] (sodium bicarbonate). Solvent: C(Cl)(Cl)Cl (chloroform), C(C)(C)O (isopropanol). Reaction conditions: time 6 day. The product is ClC1=C(C(=CC=C1)Cl)C1N=C(NC1)NC(=O)OC (4,5-dihydro-4-(2,6-dichlorophenyl)-2-methoxycarbonylaminoimidazole). RXN SMILES: C1(N)C(F)=C(F)C(F)=C(N)C=1F.Cl.Cl.[NH2:15][CH:16]([C:19]1[C:24]([Cl:25])=[CH:23][CH:22]=[CH:21][C:20]=1[Cl:26])[CH2:17][NH2:18].C(=O)(O)[O-].[Na+].[CH3:32][O:33][C:34]([NH:36][C:37](=NC(OC)=O)SC)=[O:35]>C(O)(C)C.C(Cl)(Cl)Cl>[Cl:26][C:20]1[CH:21]=[CH:22][CH:23]=[C:24]([Cl:25])[C:19]=1[CH:16]1[CH2:17][NH:18][C:37]([NH:36][C:34]([O:33][CH3:32])=[O:35])=[N:15]1 |f:0.1.2,4.5|. Reported procedure: Three and one-half (3.5) grams (g) of the dihydrochloride salt of β-amino-β-(2,6-dichlorophenyl)ethylamine is added to a suitable reaction vessel containing 30 milliliters (ml) of saturated sodium bicarbonate. The resulting mixture is stirred, diluted with 50 mls of isopropanol and a solution of 2.8 g of a mixture of 1-mono- amd 1,3-bis(methoxycarbonyl)-S-methylisothiourea in 50 ml of chloroform is added. Stirring is continued for six days and the solvents are removed under vacuum. The residue i... Starting materials: C(C1=CC=CC=C1)(=O)O (benzoic acid), BrC1=CC=C(N)C=C1 (4-bromoaniline). Yields the product NC1=C(C(=O)C2=CC=CC=C2)C=C(C=C1)Br (2-amino-5-bromo-benzophenone). Isolated yield 19.8%. As a reaction SMILES: [C:1]([OH:9])(=O)[C:2]1[CH:7]=[CH:6][CH:5]=[CH:4][CH:3]=1.[Br:10][C:11]1[CH:17]=[CH:16][C:14]([NH2:15])=[CH:13][CH:12]=1>>[NH2:15][C:14]1[CH:16]=[CH:17][C:11]([Br:10])=[CH:12][C:13]=1[C:1]([C:2]1[CH:3]=[CH:4][CH:5]=[CH:6][CH:7]=1)=[O:9]. Reported procedure: The procedure was in the same manner as described in example 15, except that the starting material was benzoic acid instead of p-chlorobenzoic acid and 4-bromoaniline instead of 4-chloroaniline. The title compound was obtained as yellow needle crystal, and yield 19.8%, m.p.109-110° C. RXN SMILES: Cl[C:2]1[C:11]2[C:10](=[O:12])[N:9]=[C:8]([C:13]3[CH:14]=[C:15]([S:23]([N:26]4[CH2:31][CH2:30][N:29]([CH2:32][CH3:33])[CH2:28][CH2:27]4)(=[O:25])=[O:24])[CH:16]=[CH:17][C:18]=3[O:19][CH2:20][CH2:21][CH3:22])[NH:7][C:6]=2[C:5]2=[CH:34][N:35](CC3C=CC(OC)=CC=3)[N:36]=[C:4]2[N:3]=1.C(O)(C(F)(F)F)=[O:47]>>[OH:47][C:2]1[C:11]2[C:10](=[O:12])[N:9]=[C:8]([C:13]3[CH:14]=[C:15]([S:23]([N:26]4[CH2:31][CH2:30][N:29]([CH2:32][CH3:33])[CH2:28][CH2:27]4)(=[O:24])=[O:25])[CH:16]=[CH:17][C:18]=3[O:19][CH2:20][CH2:21][CH3:22])[NH:7][C:6]=2[C:5]2=[CH:34][NH:35][N:36]=[C:4]2[N:3]=1. Reactants: ClC1=NC=2C(C=3NC(=NC(C31)=O)C=3C=C(C=CC3OCCC)S(=O)(=O)N3CCN(CC3)CC)=CN(N2)CC2=CC=C(C=C2)OC (1-[[3-[5-Chloro-4,8-dihydro-8-[(4-methoxyphenyl)methyl]-4-oxo-1H-pyrazolo[4′,3′:5,6]pyrido[4,3-d]pyrimidin-2-yl]-4-propoxyphenyl]sulfonyl]-4-ethylpiperazine), C(=O)(C(F)(F)F)O (TFA). Procedure details: A solution of 1-[[3-[5-Chloro-4,8-dihydro-8-[(4-methoxyphenyl)methyl]-4-oxo-1H-pyrazolo[4′,3′:5,6]pyrido[4,3-d]pyrimidin-2-yl]-4-propoxyphenyl]sulfonyl]-4-ethylpiperazine (20 mg) in TFA (8 mL) was heated at 70° C. under nitrogen for 2 h. After cooling to rt, the mixture was subjected to preparative HPLC to give the titled compound (15 mg). LC:2.65′ (Gradient 1); MH+: 514. The product is OC1=NC=2C(C=3NC(=NC(C31)=O)C=3C=C(C=CC3OCCC)S(=O)(=O)N3CCN(CC3)CC)=CNN2 (1-[[3-(4,8-Dihydro-5-hydroxy-4-oxo-1H-pyrazolo[4′,3′:5,6]pyrido[4,3-d]pyrimidin-2-yl)-4-propoxyphenyl]sulfonyl]-4-ethylpiperazine). The reactants are N1=C(C=CC=C1)CN (1-pyridin-2-ylmethanamine), C(=O)(O)[O-].[Na+] (NaHCO3), FC(C=1C=C(C=CC1OC(C(F)(F)F)C)C1=NC(=NO1)C1=C2C=CN(C2=CC=C1)CC(=O)O)(F)F ((4-{5-[3-(trifluoromethyl)-4-(2,2,2-trifluoro-1-methylethoxy)phenyl]-1,2,4-oxadiazol-3-yl}-1H-indol-1-yl)acetic acid), C=1C=CC2=C(C1)N=NN2O (HOBt), CCN=C=NCCCN(C)C.Cl.Cl (EDCl HCl). Solvent: CN(C)C=O (DMF). Run at time 1 hour. The product is N1=C(C=CC=C1)CNC(CN1C=CC2=C(C=CC=C12)C1=NOC(=N1)C1=CC(=C(C=C1)OC(C(F)(F)F)C)C(F)(F)F)=O (N-(pyridin-2-ylmethyl)-2-(4-{5-[3-(trifluoromethyl)-4-(2,2,2-trifluoro-1-methylethoxy)phenyl]-1,2,4-oxadiazol-3-yl}-1H-indol-1-yl)acetamide). Isolated yield 89.1%. Reaction SMILES: [F:1][C:2]([F:35])([F:34])[C:3]1[CH:4]=[C:5]([C:16]2[O:20][N:19]=[C:18]([C:21]3[CH:29]=[CH:28][CH:27]=[C:26]4[C:22]=3[CH:23]=[CH:24][N:25]4[CH2:30][C:31](O)=[O:32])[N:17]=2)[CH:6]=[CH:7][C:8]=1[O:9][CH:10]([CH3:15])[C:11]([F:14])([F:13])[F:12].[CH:36]1[CH:37]=[CH:38][C:39]2[N:44](O)N=[N:42][C:40]=2[CH:41]=1.CCN=C=NCCCN(C)C.Cl.Cl.N1C=CC=CC=1CN.C([O-])(O)=O.[Na+]>CN(C=O)C>[N:42]1[CH:38]=[CH:37][CH:36]=[CH:41][C:40]=1[CH2:39][NH:44][C:31](=[O:32])[CH2:30][N:25]1[C:26]2[C:22](=[C:21]([C:18]3[N:17]=[C:16]([C:5]4[CH:6]=[CH:7][C:8]([O:9][CH:10]([CH3:15])[C:11]([F:14])([F:12])[F:13])=[C:3]([C:2]([F:1])([F:34])[F:35])[CH:4]=4)[O:20][N:19]=3)[CH:29]=[CH:28][CH:27]=2)[CH:23]=[CH:24]1 |f:2.3.4,6.7|. Procedure details: To a solution of (4-{5-[3-(trifluoromethyl)-4-(2,2,2-trifluoro-1-methylethoxy)phenyl]-1,2,4-oxadiazol-3-yl}-1H-indol-1-yl)acetic acid (150 mg) a HOBt(65 mg) in DMF (1.5 ml) was added EDCl/HCl (69 mg) at 0° C., followed by stirring at room temperature for 1 hour. After cooling to 0° C. again, 1-pyridin-2-ylmethanamine (39 mg) was added thereto, followed by stirring at room temperature for 15 hours. To the reaction solution was added a saturated aqueous NaHCO3 solution to complete the reaction. It... Starting materials: COC1=CC=C(C=C1)C1=CC=C(C=C1)S(=O)(=O)NC1C(OC(C1OCC1=CC=CC=C1)CSC=1SC=CN1)=O (3-[(4′-Methoxy[1,1′-biphenyl]-4-yl)sulfonyl]amino-2-oxo-4-phenylmethoxy-5-[[(2-thiazolyl)thio]methyl]-tetrahydrofuran), [OH-].[Li+] (lithium hydroxide). The solvent is C1CCOC1.O (THF water). Conditions: time 2 hour. Product: COC1=CC=C(C=C1)C1=CC=C(C=C1)S(=O)(=O)NC(C(=O)O)C(C(CSC=1SC=CN1)O)OCC1=CC=CC=C1 (2-[(4′-Methoxy[1,1′-biphenyl]-4-yl)sulfonyl]amino-3-phenylmethoxy-4-hydroxy-5-[(2-thiazolyl)thio]-pentanoic acid). RXN SMILES: [CH3:1][O:2][C:3]1[CH:8]=[CH:7][C:6]([C:9]2[CH:14]=[CH:13][C:12]([S:15]([NH:18][CH:19]3[CH:23]([O:24][CH2:25][C:26]4[CH:31]=[CH:30][CH:29]=[CH:28][CH:27]=4)[CH:22]([CH2:32][S:33][C:34]4[S:35][CH:36]=[CH:37][N:38]=4)[O:21][C:20]3=[O:39])(=[O:17])=[O:16])=[CH:11][CH:10]=2)=[CH:5][CH:4]=1.[OH-:40].[Li+]>C1COCC1.O>[CH3:1][O:2][C:3]1[CH:8]=[CH:7][C:6]([C:9]2[CH:14]=[CH:13][C:12]([S:15]([NH:18][CH:19]([CH:23]([O:24][CH2:25][C:26]3[CH:31]=[CH:30][CH:29]=[CH:28][CH:27]=3)[CH:22]([OH:40])[CH2:32][S:33][C:34]3[S:35][CH:36]=[CH:37][N:38]=3)[C:20]([OH:21])=[O:39])(=[O:16])=[O:17])=[CH:11][CH:10]=2)=[CH:5][CH:4]=1 |f:1.2,3.4|. Procedure: The 3-[(4′-Methoxy[1,1′-biphenyl]-4-yl)sulfonyl]amino-2-oxo-4-phenylmethoxy-5-[[(2-thiazolyl)thio]methyl]-tetrahydrofuran 63f, 154 mg, 0.258 mmol) is dissolved in THF/water (2 mL/2 mL) and lithium hydroxide (108 mg, 2.58 mmol) is added and the reaction is stirred for two hours at room temperature. The reaction is concentrated to remove the solvent, diluted with water and extracted (2 times) with ether. The aqueous layer is neutralized with 1N HCl to pH6 and extracted with ethyl acetate (3 times)...